Dataset: the Open Reaction Database (ORD), a public repository of structured organic reaction records. Task: describe an organic reaction: reactants, conditions, products, and yield Starting materials: C(#N)C=1N=CNC1 (4-cyanoimidazole), C(C)S (ethyl mercaptan), Cl (hydrogen chloride). Reaction conditions: time 20 minute. Product: Cl.Cl.N1C=NC(=C1)C(S)=N (4-Imidazolylthioformimidate dihydrochloride). Reaction SMILES: [C:1]([C:3]1[N:4]=[CH:5][NH:6][CH:7]=1)#[N:2].C([SH:10])C.[ClH:11]>>[ClH:11].[ClH:11].[NH:6]1[CH:7]=[C:3]([C:1](=[NH:2])[SH:10])[N:4]=[CH:5]1 |f:3.4.5|. Procedure: To 900 mg. of 4-cyanoimidazole in 30 ml. of ethyl mercaptan cooled to 0° C. in a glass pressure bottle is added over 15 min. sufficient hydrogen chloride gas to saturate the solution. The sealed bottle is allowed to remain at room temperature for 20 min., and its contents then treated with 100 ml. of diethyl ether and filtered to give 1.7 g. of the product, m.p. 155°-158° C., dec. Starting materials: Cc1oc2cc(O)ccc2c(=O)c1C#N, O=S(=O)(O)O. Product: Cc1oc2cc(O)ccc2c(=O)c1C(N)=O. RXN SMILES: [OH:1][c:2]1[cH:3][c:4]2[c:5]([c:6](=[O:13])[c:7]([C:11]#[N:12])[c:8]([CH3:10])[o:9]2)[cH:14][cH:15]1.[S:16]([OH:17])(=[O:18])(=[O:19])[OH:20]>>[OH:1][c:2]1[cH:3][c:4]2[c:5]([c:6](=[O:13])[c:7]([C:11]([NH2:12])=[O:17])[c:8]([CH3:10])[o:9]2)[cH:14][cH:15]1. Procedure details: Preparation of the Grignard compound of 4-chloro-α-methylstyrene by means of Rieke magnesium in THF under reflux and subsequent reaction with 0.95 equivalents of methyl chloroformate at RT. Aqueous working up, extraction with ethyl acetate and column chromatography using cyclohexane/ethyl acetate 85:15 affords methyl 4-isopropenylbenzoate as colorless crystals. The solvent is C1CCOC1 (THF). RXN SMILES: Cl[C:2]1[CH:10]=[CH:9][C:5]([C:6]([CH3:8])=[CH2:7])=[CH:4][CH:3]=1.[Mg].Cl[C:13]([O:15][CH3:16])=[O:14]>C1COCC1>[C:6]([C:5]1[CH:9]=[CH:10][C:2]([C:13]([O:15][CH3:16])=[O:14])=[CH:3][CH:4]=1)([CH3:8])=[CH2:7]. Product: C(=C)(C)C1=CC=C(C(=O)OC)C=C1 (methyl 4-isopropenylbenzoate). The reactants are ClC1=CC=C(C(=C)C)C=C1 (4-chloro-α-methylstyrene), [Mg] (magnesium), ClC(=O)OC (methyl chloroformate). Starting materials: [F-].C(CCC)[N+](CCCC)(CCCC)CCCC (tetrabutylammonium fluoride), CuF2.2H2O, CC(C)(C)C1=CC(=CC(=C1OC)C(C)(C)C)P(C2=C(C3=C(C=C2)OCO3)C4=C(C=CC5=C4OCO5)P(C6=CC(=C(C(=C6)C(C)(C)C)OC)C(C)(C)C)C7=CC(=C(C(=C7)C(C)(C)C)OC)C(C)(C)C)C8=CC(=C(C(=C8)C(C)(C)C)OC)C(C)(C)C ((R)-DTBM-SEGPHOS), C(C1=CC=CC=C1)=O (benzaldehyde), C(=C)[Si](OC)(OC)OC (vinyltrimethoxysilane). Procedure details: CuF2.2H2O (3 mg, 0.020 mmol) and (R)-DTBM-SEGPHOS (47 mg. 0.04 mmol) were added to methanol (0.7 mL) under an argon atmosphere, and the mixture was refluxed for 2 hours. Thereafter, the reaction mixture was allowed to stand for cooling to room temperature, and the volatile matter was removed in vacuo. Toluene (0.5 mL) was added to the resulting residue, and the operation for removal of the volatile matter was again carried out twice in vacuo (this catalyst preparation method is designated as “B”... As a reaction SMILES: CC(C1C(OC)=C(C(C)(C)C)C=C(P(C2C=C(C(C)(C)C)C(OC)=C(C(C)(C)C)C=2)[C:18]2[CH:23]=[CH:22][C:21]3OCO[C:20]=3[C:19]=2[C:27]2C3OCOC=3C=[CH:29][C:28]=2P(C2C=C(C(C)(C)C)C(OC)=C(C(C)(C)C)C=2)C2C=C(C(C)(C)C)C(OC)=C(C(C)(C)C)C=2)C=1)(C)C.C(=[O:92])C1C=CC=CC=1.C([Si](OC)(OC)OC)=C.[F-].C([N+](CCCC)(CCCC)CCCC)CCC>CN(C=O)C.O.CO>[C:19]1([CH:27]([OH:92])[CH:28]=[CH2:29])[CH:20]=[CH:21][CH:22]=[CH:23][CH:18]=1 |f:3.4|. The product is C1(=CC=CC=C1)C(C=C)O (1-phenyl-2-propen-1-ol). The solvent is O (water), CO (methanol), CN(C)C=O (DMF). The yield is 99.0%. The reactants are C(=O)(OC(C)(C)C)N1[C@H](C(=O)O)C[C@@H](C1)N(C(C(CO)(C)C)=O)C1CCC(CC1)(C)C ((4S)-1-BOC-4-[(4,4-dimethylcyclohexyl)(3-hydroxy-2,2-dimethylpropanoyl)amino]-L-proline), CNCC (N-methylethylamine). The product is C(=O)(OC(C)(C)C)N1[C@@H](C[C@@H](C1)N(C(C(CO)(C)C)=O)C1CCC(CC1)(C)C)C(=O)N(C)CC (BOC-(2S,4S)-4-[(4,4-dimethylcyclohexyl)(3-hydroxy-2,2-dimethylpropanoyl)amino]-2-{[ethyl(methyl)amino]carbonyl}pyrrolidine). RXN SMILES: [C:1]([N:8]1[CH2:15][C@@H:14]([N:16]([CH:24]2[CH2:29][CH2:28][C:27]([CH3:31])([CH3:30])[CH2:26][CH2:25]2)[C:17](=[O:23])[C:18]([CH3:22])([CH3:21])[CH2:19][OH:20])[CH2:13][C@H:9]1[C:10]([OH:12])=O)([O:3][C:4]([CH3:7])([CH3:6])[CH3:5])=[O:2].[CH3:32][NH:33][CH2:34][CH3:35]>>[C:1]([N:8]1[CH2:15][C@@H:14]([N:16]([CH:24]2[CH2:29][CH2:28][C:27]([CH3:30])([CH3:31])[CH2:26][CH2:25]2)[C:17](=[O:23])[C:18]([CH3:21])([CH3:22])[CH2:19][OH:20])[CH2:13][C@H:9]1[C:10]([N:33]([CH2:34][CH3:35])[CH3:32])=[O:12])([O:3][C:4]([CH3:5])([CH3:6])[CH3:7])=[O:2]. Procedure details: The title compound was prepared according to the procedure described in Step D of Example A1 using (4S)-1-BOC-4-[(4,4-dimethylcyclohexyl)(3-hydroxy-2,2-dimethylpropanoyl)amino]-L-pr oline (0.85 g, 1.94 mmol) prepared in Step B and commercially available N-methylethylamine (0.86 g, 93%). Starting materials: C1(=CC=C(C=C1)S(=O)(=O)N)C (para-toluene sulphonamide), BrCC1=C(C=C(C=C1)Cl)CBr (1,2-bis-bromomethyl-4-chloro-benzene), resultant mixture, [H-].[Na+] (sodium hydride). Run in CN(C)C=O (DMF), CN(C)C=O (DMF), CN(C)C=O (DMF). Product: ClC=1C=C2CN(CC2=CC1)S(=O)(=O)C1=CC=C(C=C1)C (5-Chloro-2-(toluene-4-sulphonyl)-2,3-dihydro-1H-isoindole). Isolated yield 64.2%. RXN SMILES: [H-].[Na+].[C:3]1([CH3:13])[CH:8]=[CH:7][C:6]([S:9]([NH2:12])(=[O:11])=[O:10])=[CH:5][CH:4]=1.Br[CH2:15][C:16]1[CH:21]=[CH:20][C:19]([Cl:22])=[CH:18][C:17]=1[CH2:23]Br>CN(C=O)C>[Cl:22][C:19]1[CH:18]=[C:17]2[C:16](=[CH:21][CH:20]=1)[CH2:15][N:12]([S:9]([C:6]1[CH:5]=[CH:4][C:3]([CH3:13])=[CH:8][CH:7]=1)(=[O:10])=[O:11])[CH2:23]2 |f:0.1|. Procedure details: To a suspension of 60% sodium hydride (3.0 g, 0.125 mmol) in mineral oil in 80 ml of anhydrous DMF (100 ml) was dropwise added a solution of para-toluene sulphonamide (5.6 g, 32.60 mmol) in 30 ml of DMF over 1 hour with vigorous stirring at room temperature. After the addition, the mixture was stirred for 1 hour at room temperature and another 1 hour heating at 90° C. To this mixture was added dropwise a solution of 1,2-bis-bromomethyl-4-chloro-benzene (4 g, 14.18 mmol) in 20 ml of anhydrous DMF... Reactants: CO, COC(=O)C1COC(C)(C)O1, [Li+], [OH-], O, O. Yields the product [Li+], CC1(C)OCC(C(=O)[O-])O1. As a reaction SMILES: [CH3:15][OH:16].[CH3:1][O:2][C:3](=[O:4])[CH:5]1[O:6][C:7]([CH3:10])([CH3:11])[O:8][CH2:9]1.[Li+:14].[OH-:13].[OH2:12].[OH2:17]>>[Li+:14].[O:2]=[C:3]([O-:4])[CH:5]1[O:6][C:7]([CH3:10])([CH3:11])[O:8][CH2:9]1. Reactants: CCO, [H][H], O=[N+]([O-])C=C(NCCCOc1cccc(CN2CCCCC2)c1)NCC(O)c1ccc([N+](=O)[O-])cc1. Product: Nc1ccc(C(O)CNC(=C[N+](=O)[O-])NCCCOc2cccc(CN3CCCCC3)c2)cc1. RXN SMILES: [CH3:39][CH2:40][OH:41].[H:37][H:38].[OH:1][CH:2]([CH2:3][NH:4][C:5](=[CH:6][N+:7](=[O:8])[O-:9])[NH:10][CH2:11][CH2:12][CH2:13][O:14][c:15]1[cH:16][c:17]([CH2:21][N:22]2[CH2:23][CH2:24][CH2:25][CH2:26][CH2:27]2)[cH:18][cH:19][cH:20]1)[c:28]1[cH:29][cH:30][c:31]([N+:34]([O-:35])=[O:36])[cH:32][cH:33]1>>[OH:1][CH:2]([CH2:3][NH:4][C:5](=[CH:6][N+:7](=[O:8])[O-:9])[NH:10][CH2:11][CH2:12][CH2:13][O:14][c:15]1[cH:16][c:17]([CH2:21][N:22]2[CH2:23][CH2:24][CH2:25][CH2:26][CH2:27]2)[cH:18][cH:19][cH:20]1)[c:28]1[cH:29][cH:30][c:31]([NH2:34])[cH:32][cH:33]1.